From a dataset of the Open Reaction Database (ORD), a public repository of structured organic reaction records. describe an organic reaction: reactants, conditions, products, and yield Starting materials: CCCCS(=O)(=O)N1CCC(Nc2cccc(-c3sc(C(=O)O)c(OCC(=O)O)c3Br)c2)CC1, CO, CCOC(C)=O, O=S(=O)(O)O. Yields the product CCCCS(=O)(=O)N1CCC(Nc2cccc(-c3sc(C(=O)O)c(OCC(=O)OC)c3Br)c2)CC1. As a reaction SMILES: [Br:1][c:2]1[c:3]([O:30][CH2:31][C:32](=[O:33])[OH:34])[c:4]([C:27](=[O:28])[OH:29])[s:5][c:6]1-[c:7]1[cH:8][c:9]([NH:13][CH:14]2[CH2:15][CH2:16][N:17]([S:20](=[O:21])(=[O:22])[CH2:23][CH2:24][CH2:25][CH3:26])[CH2:18][CH2:19]2)[cH:10][cH:11][cH:12]1.[CH3:40][OH:41].[CH3:42][CH2:43][O:44][C:45](=[O:46])[CH3:47].[S:35](=[O:36])(=[O:37])([OH:38])[OH:39]>>[Br:1][c:2]1[c:3]([O:30][CH2:31][C:32](=[O:33])[O:34][CH3:40])[c:4]([C:27](=[O:28])[OH:29])[s:5][c:6]1-[c:7]1[cH:8][c:9]([NH:13][CH:14]2[CH2:15][CH2:16][N:17]([S:20](=[O:21])(=[O:22])[CH2:23][CH2:24][CH2:25][CH3:26])[CH2:18][CH2:19]2)[cH:10][cH:11][cH:12]1. Reaction SMILES: [CH3:1][C:2]1([CH3:24])[S:6][C@@H:5]2[C@H:7]([NH:10][C:11]([CH2:13][CH2:14][CH2:15][C@@H:16]([NH2:20])[C:17]([OH:19])=[O:18])=[O:12])[C:8](=[O:9])[N:4]2[C@H:3]1[C:21]([OH:23])=[O:22].[Cl-].[K+]>OCC(CO)O>[CH3:1][C:2]1[CH2:24][S:6][C@@H:5]2[C@H:7]([NH:10][C:11]([CH2:13][CH2:14][CH2:15][C@@H:16]([NH2:20])[C:17]([OH:19])=[O:18])=[O:12])[C:8](=[O:9])[N:4]2[C:3]=1[C:21]([OH:23])=[O:22] |f:1.2|. Run in OCC(O)CO (glycerol). Reactants: CC1([C@@H](N2[C@H](S1)[C@@H](C2=O)NC(=O)CCC[C@H](C(=O)O)N)C(=O)O)C (penicillin N), [Cl-].[K+] (KCl). Procedure: The fractions containing 80% of the enzyme activity from the major peak were pooled. The pooled fractions were supplemented with 0.1 mM penicillin N and were loaded onto a second Mono Q column (0.5×5 cm) which had been equilibrated with the glycerol-free buffer, pH 7.0, (instead of pH 8.0 for UDG buffer), which was supplemented with 0.05 M KCl. The bound proteins were eluted with a linear gradient of KCl 0.05-0.2 M) in the equilibration buffer. The activity and protein elution patterns are shown... Product: CC1=C(N2[C@@H]([C@@H](C2=O)NC(=O)CCC[C@H](C(=O)O)N)SC1)C(=O)O (DAOC). Starting materials: crude material, BrC1=CC=C(C=C1)S(=O)(=O)NC(C(=O)OC)C(C=C)OCC1=CC=CC=C1 (methyl 2-[4-bromophenylsulfonyl]amino-3-phenylmethoxy-4-pentenoate), CCOCC (Ether), COC1=CC=C(C=C1)B(O)O (4-Methoxyphenylboronic acid). The reagents and catalysts are C=1C=CC(=CC1)[P](C=2C=CC=CC2)(C=3C=CC=CC3)[Pd]([P](C=4C=CC=CC4)(C=5C=CC=CC5)C=6C=CC=CC6)([P](C=7C=CC=CC7)(C=8C=CC=CC8)C=9C=CC=CC9)[P](C=1C=CC=CC1)(C=1C=CC=CC1)C=1C=CC=CC1 (tetrakis(triphenylphosphine)palladium). Solvent: C([O-])([O-])=O.[Na+].[Na+] (sodium carbonate), O (water), C1=CC=CC=C1 (benzene), CO (methanol). Yields the product COC1=CC=C(C=C1)C1=CC=C(C=C1)S(=O)(=O)NC(C(=O)OC)C(C=C)OCC1=CC=CC=C1 (Methyl 2-[(4′-methoxy[1,1′-biphenyl]-4-yl)sulfonyl]amino-3-phenylmethoxy-4-pentenoate). As a reaction SMILES: Br[C:2]1[CH:7]=[CH:6][C:5]([S:8]([NH:11][CH:12]([CH:17]([O:20][CH2:21][C:22]2[CH:27]=[CH:26][CH:25]=[CH:24][CH:23]=2)[CH:18]=[CH2:19])[C:13]([O:15][CH3:16])=[O:14])(=[O:10])=[O:9])=[CH:4][CH:3]=1.[CH3:28][O:29][C:30]1[CH:35]=[CH:34][C:33](B(O)O)=[CH:32][CH:31]=1.CCOCC>C1C=CC=CC=1.C(=O)([O-])[O-].[Na+].[Na+].O.CO.C1C=CC([P]([Pd]([P](C2C=CC=CC=2)(C2C=CC=CC=2)C2C=CC=CC=2)([P](C2C=CC=CC=2)(C2C=CC=CC=2)C2C=CC=CC=2)[P](C2C=CC=CC=2)(C2C=CC=CC=2)C2C=CC=CC=2)(C2C=CC=CC=2)C2C=CC=CC=2)=CC=1>[CH3:28][O:29][C:30]1[CH:35]=[CH:34][C:33]([C:2]2[CH:3]=[CH:4][C:5]([S:8]([NH:11][CH:12]([CH:17]([O:20][CH2:21][C:22]3[CH:27]=[CH:26][CH:25]=[CH:24][CH:23]=3)[CH:18]=[CH2:19])[C:13]([O:15][CH3:16])=[O:14])(=[O:10])=[O:9])=[CH:6][CH:7]=2)=[CH:32][CH:31]=1 |f:4.5.6,^1:62,64,83,102|. Procedure: The methyl 2-[4-bromophenylsulfonyl]amino-3-phenylmethoxy-4-pentenoate 63c (320 mg, 0.683 mmol) is dissolved in benzene (4 mL) and sodium carbonate (148 mg), in water (0.6 mL), is added along with tetrakis(triphenylphosphine)palladium. 4-Methoxyphenylboronic acid (157 mg, 1.03 mmol), in methanol (0.4 mL), is added and the mixture is heat to reflux overnight. Ether is added to the reaction which is washed with water (3 times) and brine, the organic layer is dried over magnesium sulfate and the so... Reactants: Cc1cc(C(=O)O)ccc1Br, CO, O=S(=O)(O)O. Yields the product COC(=O)c1ccc(Br)c(C)c1. As a reaction SMILES: [Br:1][c:2]1[c:3]([CH3:11])[cH:4][c:5]([C:6](=[O:7])[OH:8])[cH:9][cH:10]1.[CH3:17][OH:18].[S:12](=[O:13])(=[O:14])([OH:15])[OH:16]>>[Br:1][c:2]1[c:3]([CH3:11])[cH:4][c:5]([C:6]([O:7][CH3:17])=[O:8])[cH:9][cH:10]1. Reactants: N([C@@H](C(C)C)C(=O)CF)C(=O)OC(C)(C)C (Boc-ValCH2F), Cl (HCl). Solvent: CCOCC (ether), CCOCC (ether). Conditions: time 30 minute. Product: N[C@@H](C(C)C)C(=O)CF.Cl (ValCH2F hydrochloride). Reaction SMILES: [NH:1](C(OC(C)(C)C)=O)[C@H:2]([C:6]([CH2:8][F:9])=[O:7])[CH:3]([CH3:5])[CH3:4].[ClH:17]>CCOCC>[NH2:1][C@H:2]([C:6]([CH2:8][F:9])=[O:7])[CH:3]([CH3:5])[CH3:4].[ClH:17] |f:3.4|. Reported procedure: To a solution of Boc-ValCH2F (0.48 g, 2.06 mmol) in ether (10 mL) was added a saturated solution of HCl in ether (25 mL). The mixture was stirred for 30 minutes at room temperature. The solvent was evaporated under reduced pressure at room temperature. The residue was quickly triturated with ether (2×30 mL) and then was pumped dry, giving 0.24 g of ValCH2F hydrochloride. Boc-Ala-Ala-ProOH (Enzyme Systems Products, 0.503 g, 1.41 mmol) was dissolved in THF (5 mL) and was cooled to -20° C. NMM (0.1... Starting materials: Cc1cc(C(=O)O)c(C)c2c1S(=O)(=O)CC(C)(C)C2=O, O=C([O-])[O-], CCC(C)(C)O, CCn1nccc1O, C(=NC1CCCCC1)=NC1CCCCC1, [K+], [K+]. Product: CCn1ncc(C(=O)c2cc(C)c3c(c2C)C(=O)C(C)(C)CS3(=O)=O)c1O. Reaction SMILES: [C:1](=[O:2])([OH:3])[c:4]1[c:5]([CH3:20])[c:6]2[c:11]([c:12]([CH3:14])[cH:13]1)[S:10](=[O:15])(=[O:16])[CH2:9][C:8]([CH3:17])([CH3:18])[C:7]2=[O:19].[C:44](=[O:45])([O-:46])[O-:47].[C:50]([OH:51])([CH2:52][CH3:53])([CH3:54])[CH3:55].[CH2:21]([CH3:22])[n:23]1[n:24][cH:25][cH:26][c:27]1[OH:28].[CH:29]1([N:30]=[C:31]=[N:32][CH:33]2[CH2:34][CH2:35][CH2:36][CH2:37][CH2:38]2)[CH2:39][CH2:40][CH2:41][CH2:42][CH2:43]1.[K+:48].[K+:49]>>[C:1](=[O:3])([c:4]1[c:5]([CH3:20])[c:6]2[c:11]([c:12]([CH3:14])[cH:13]1)[S:10](=[O:15])(=[O:16])[CH2:9][C:8]([CH3:17])([CH3:18])[C:7]2=[O:19])[c:26]1[cH:25][n:24][n:23]([CH2:21][CH3:22])[c:27]1[OH:28]. Conditions: time 30 minute. RXN SMILES: [F:1][C:2]([F:37])([F:36])[C:3]1[CH:4]=[C:5]([C@H:13]([N:15]([CH3:35])[C:16]([N:18]2[CH2:23][CH2:22][N:21]3[C:24](=[O:27])[CH2:25][CH2:26][C@H:20]3[C@@H:19]2[C:28]2[CH:33]=[CH:32][CH:31]=[CH:30][C:29]=2[CH3:34])=[O:17])[CH3:14])[CH:6]=[C:7]([C:9]([F:12])([F:11])[F:10])[CH:8]=1.[Li+].C[Si]([N-][Si](C)(C)C)(C)C.[C:48](Cl)(=[O:51])[O:49][CH3:50]>C1COCC1>[F:37][C:2]([F:1])([F:36])[C:3]1[CH:4]=[C:5]([C@H:13]([N:15]([CH3:35])[C:16]([N:18]2[CH2:23][CH2:22][N:21]3[C:24](=[O:27])[C:25]([C:48]([O:49][CH3:50])=[O:51])([C:48]([O:49][CH3:50])=[O:51])[CH2:26][C@H:20]3[C@@H:19]2[C:28]2[CH:33]=[CH:32][CH:31]=[CH:30][C:29]=2[CH3:34])=[O:17])[CH3:14])[CH:6]=[C:7]([C:9]([F:10])([F:11])[F:12])[CH:8]=1 |f:1.2|. Reactants: FC(C=1C=C(C=C(C1)C(F)(F)F)[C@@H](C)N(C(=O)N1[C@H]([C@H]2N(CC1)C(CC2)=O)C2=C(C=CC=C2)C)C)(F)F ((1S,8aS)-N-((R)-1-(3,5-bis(trifluoromethyl)phenyl)ethyl)-N-methyl-6-oxo-1-o-tolylhexahydropyrrolo[1,2-a]pyrazine-2(1H)-carboxamide), [Li+].C[Si](C)(C)[N-][Si](C)(C)C (LiHMDS), C(OC)(=O)Cl (methyl carbonochloridate). Yields the product FC(C=1C=C(C=C(C1)C(F)(F)F)[C@@H](C)N(C(=O)N1[C@H]([C@H]2N(CC1)C(C(C2)(C(=O)OC)C(=O)OC)=O)C2=C(C=CC=C2)C)C)(F)F ((1S,8aS)-dimethyl 2-(((R)-1-(3,5-bis(trifluoromethyl)phenyl)ethyl)(methyl)carbamoyl)-6-oxo-1-o-tolylhexahydropyrrolo[1,2-a]pyrazine-7,7(6H)-dicarboxylate). Procedure: To a solution of (1S,8aS)-N-((R)-1-(3,5-bis(trifluoromethyl)phenyl)ethyl)-N-methyl-6-oxo-1-o-tolylhexahydropyrrolo[1,2-a]pyrazine-2(1H)-carboxamide (300 mg, 0.57 mmol) in anhydrous THF (20 mL) under N2 atmosphere was added LiHMDS (2.3 mL, 1 M in THF, 2.3 mmol) at −60° C. The reaction was stirred for 30 min followed by addition of methyl carbonochloridate (134 mg, 1.43 mmol). After stirring for another 3 h at room temperature. The reaction was quenched with water at 0° C. and then extracted with ... Isolated yield 45.3%. The solvent is C1CCOC1 (THF). Starting materials: C(CCC)O (n-butanol), 3-methyl-3,4-epoxybutene-1, C(CCCCCCC)[Li] (n-octyllithium), C(CCC)[Li] (n-butyllithium). Run in CCCCCC (hexane), CCCCCC (hexane), CCCCCC (hexane), CCCCCC (hexane). Reaction conditions: temperature 0 celsius. Product: CC(CO)=CCCCCCCCCC (2-methyl-2-dodecen-1-ol). Isolated yield 75.0%. Reaction SMILES: [CH2:1]([OH:5])[CH2:2][CH2:3][CH3:4].[CH2:6]([Li])CCC.[CH2:11]([Li])[CH2:12][CH2:13][CH2:14][CH2:15][CH2:16][CH2:17][CH3:18]>CCCCCC>[CH3:6][C:2](=[CH:3][CH2:4][CH2:11][CH2:12][CH2:13][CH2:14][CH2:15][CH2:16][CH2:17][CH3:18])[CH2:1][OH:5]. Reported procedure: A hexane solution of n-butanol (77.1 mg; 1.0 mmol) was cooled to 0° C. under an argon atmosphere, and a hexane solution of n-butyllithium (1.0 ml) was added dropwise thereto and stirred. To the resulting solution, there was further dropwise added a hexane solution of n-octyllithium (1.2 mmol) and a hexane solution of 3-methyl-3,4-epoxybutene-1 (88.1 mg; 1.0 mmol), and after the addition was completed, the resulting mixture was cooled at 0° C. for 1 hour and at room temperature for 1.5 hours, fol... The reactants are NC1=CC=C(C=2OC3=CC(=C(C(=C3C(C2)=O)OC)OC)OC)C=C1 (4′-amino-5,6,7-trimethoxyflavone), NC1=CC=C(C=2OC3=CC(=C(C(=C3C(C2)=O)OC)OC)OC)C=C1 (4′-amino-5,6,7-trimethoxyflavone), BrCC(=O)OCC (ethyl bromoacetate), C([O-])([O-])=O.[K+].[K+] (potassium carbonate), 12a. Run in CO (methanol). Product: C(=O)(OCC)CNC1=CC=C(C=2OC3=CC(=C(C(=C3C(C2)=O)OC)OC)OC)C=C1 (4′-(Carbethoxymethylamino)-5,6,7-trimethoxyflavone). Reaction SMILES: [NH2:1][C:2]1[CH:24]=[CH:23][C:5]([C:6]2[O:7][C:8]3[C:13]([C:14](=[O:16])[CH:15]=2)=[C:12]([O:17][CH3:18])[C:11]([O:19][CH3:20])=[C:10]([O:21][CH3:22])[CH:9]=3)=[CH:4][CH:3]=1.Br[CH2:26][C:27]([O:29][CH2:30][CH3:31])=[O:28].C(=O)([O-])[O-].[K+].[K+]>CO>[C:27]([CH2:26][NH:1][C:2]1[CH:3]=[CH:4][C:5]([C:6]2[O:7][C:8]3[C:13]([C:14](=[O:16])[CH:15]=2)=[C:12]([O:17][CH3:18])[C:11]([O:19][CH3:20])=[C:10]([O:21][CH3:22])[CH:9]=3)=[CH:23][CH:24]=1)([O:29][CH2:30][CH3:31])=[O:28] |f:2.3.4|. Reported procedure: Similar to the preparation of 12a, the title compound is prepared from the reaction of 4′-amino-5,6,7-trimethoxyflavone, 10a, (654 mg, 2 mmol), ethyl bromoacetate (367 mg, 2.2 mmol), and anhydrous potassium carbonate (0.5 g) in methanol (40 ml).